Dataset: the Open Reaction Database (ORD), a public repository of structured organic reaction records. Task: describe an organic reaction: reactants, conditions, products, and yield Starting materials: C(C)(C)(C)NC(=O)C1=CC=C(C=C1)C(CCC=1N=CN(C1)C(C1=CC=CC=C1)(C1=CC=CC=C1)C1=CC=CC=C1)O (4-[3-(4-tert-butylaminocarbonylphenyl)-3-hydroxyprop-1-yl]-1-tritylimidazole), S(=O)(Cl)Cl (thionyl chloride), ice. Run in C(Cl)Cl (methylene chloride). Yields the product C(C)(C)(C)NC(=O)C1=CC=C(C=C1)C(CCC=1N=CN(C1)C(C1=CC=CC=C1)(C1=CC=CC=C1)C1=CC=CC=C1)Cl (4-[3-(4-tert-butylaminocarbonylphenyl)-3-chloroprop-1-yl]-1-tritylimidazole). RXN SMILES: [C:1]([NH:5][C:6]([C:8]1[CH:13]=[CH:12][C:11]([CH:14](O)[CH2:15][CH2:16][C:17]2[N:18]=[CH:19][N:20]([C:22]([C:35]3[CH:40]=[CH:39][CH:38]=[CH:37][CH:36]=3)([C:29]3[CH:34]=[CH:33][CH:32]=[CH:31][CH:30]=3)[C:23]3[CH:28]=[CH:27][CH:26]=[CH:25][CH:24]=3)[CH:21]=2)=[CH:10][CH:9]=1)=[O:7])([CH3:4])([CH3:3])[CH3:2].S(Cl)([Cl:44])=O>C(Cl)Cl>[C:1]([NH:5][C:6]([C:8]1[CH:13]=[CH:12][C:11]([CH:14]([Cl:44])[CH2:15][CH2:16][C:17]2[N:18]=[CH:19][N:20]([C:22]([C:35]3[CH:40]=[CH:39][CH:38]=[CH:37][CH:36]=3)([C:29]3[CH:34]=[CH:33][CH:32]=[CH:31][CH:30]=3)[C:23]3[CH:28]=[CH:27][CH:26]=[CH:25][CH:24]=3)[CH:21]=2)=[CH:10][CH:9]=1)=[O:7])([CH3:4])([CH3:3])[CH3:2]. Reported procedure: A solution of 3.21 g of 4-[3-(4-tert-butylaminocarbonylphenyl)-3-hydroxyprop-1-yl]-1-tritylimidazole and 1.5 ml of thionyl chloride in 50 ml of methylene chloride is refluxed for 1 h, cooled and poured into 50 ml of ice-cold sodium bicarbonate solution. The organic phase is separated, dried over sodium sulfate and evaporated to yield 4-[3-(4-tert-butylaminocarbonylphenyl)-3-chloroprop-1-yl]-1-tritylimidazole as a white foam. NMR (CDCl3): δ=1.45 (s, 9H), 4.30 (t, J=6.0 Hz, 2H).